Dataset: the Open Reaction Database (ORD), a public repository of structured organic reaction records. Task: describe an organic reaction: reactants, conditions, products, and yield Starting materials: O.FC(C=O)(C(F)(F)F)F (2,2,3,3,3-pentafluoropropionaldehyde monohydrate), O (water), CC1=CC(=NC(=C1)OC1=CC(=CC=C1)C(F)(F)F)C(=O)NN (4-methyl-6-[3-(trifluoromethyl)phenoxy] picolinic acid hydrazide), resultant mixture. The solvent is C(C)(=O)O (acetic acid), C(C)(=O)OCC.O (ethyl acetate water). The product is FC(C=NNC(C1=NC(=CC(=C1)C)OC1=CC(=CC=C1)C(F)(F)F)=O)(C(F)(F)F)F (4-methyl-6-[3-(trifluoromethyl)phenoxy] picolinic acid, (2,2,3,3,3-pentafluoropropylidene] hydrazide). As a reaction SMILES: [CH3:1][C:2]1[CH:7]=[C:6]([O:8][C:9]2[CH:14]=[CH:13][CH:12]=[C:11]([C:15]([F:18])([F:17])[F:16])[CH:10]=2)[N:5]=[C:4]([C:19]([NH:21][NH2:22])=[O:20])[CH:3]=1.O.[F:24][C:25]([F:32])([C:28]([F:31])([F:30])[F:29])[CH:26]=O.O>C(O)(=O)C.C(OCC)(=O)C.O>[F:24][C:25]([F:32])([C:28]([F:31])([F:30])[F:29])[CH:26]=[N:22][NH:21][C:19](=[O:20])[C:4]1[CH:3]=[C:2]([CH3:1])[CH:7]=[C:6]([O:8][C:9]2[CH:14]=[CH:13][CH:12]=[C:11]([C:15]([F:16])([F:17])[F:18])[CH:10]=2)[N:5]=1 |f:1.2,5.6|. Procedure: 4-methyl-6-[3-(trifluoromethyl)phenoxy] picolinic acid hydrazide (0.38 g, 0.0012 mol) was dissolved in 5 ml of acetic acid. The obtained solution was mixed with 2,2,3,3,3-pentafluoropropionaldehyde monohydrate (0.40 g, 0.0012×2 mol), and then the resultant mixture was stirred at 80° C. for 3 hours. Thereafter, a chilled water was poured into the obtained reaction solution which was then distributed in ethyl acetate-water. The organic phase separated from the solution was washed with water and th...